From a dataset of the Open Reaction Database (ORD), a public repository of structured organic reaction records. describe an organic reaction: reactants, conditions, products, and yield Reactants: O (Water), O=C1N(C=2N(C(=C1CC1=CC=C(C=C1)C=1C(=CC=CC1)C#N)CCC)N=CN2)C2CCC(CC2)=O (4′-{[5-oxo-4-(4-oxocyclohexyl)-7-propyl-4,5-dihydro[1,2,4]triazolo[1,5-a]pyrimidin-6-yl]methyl}biphenyl-2-carbonitrile), N1CCOCC1 (morpholine), C(#N)[BH3-].[Na+] (sodium cyanoborohydride). Solvent: C(C)(=O)O (acetic acid). Reaction conditions: time 16 hour. Yields the product N1(CCOCC1)C1CCC(CC1)N1C=2N(C(=C(C1=O)CC1=CC=C(C=C1)C=1C(=CC=CC1)C#N)CCC)N=CN2 (4′-{[4-(4-morpholin-4-ylcyclohexyl)-5-oxo-7-propyl-4,5-dihydro[1,2,4]triazolo[1,5-a]pyrimidin-6-yl]methyl}biphenyl-2-carbonitrile). Isolated yield 35.0%. Reaction SMILES: [O:1]=[C:2]1[C:7]([CH2:8][C:9]2[CH:14]=[CH:13][C:12]([C:15]3[C:16]([C:21]#[N:22])=[CH:17][CH:18]=[CH:19][CH:20]=3)=[CH:11][CH:10]=2)=[C:6]([CH2:23][CH2:24][CH3:25])[N:5]2[N:26]=[CH:27][N:28]=[C:4]2[N:3]1[CH:29]1[CH2:34][CH2:33][C:32](=O)[CH2:31][CH2:30]1.[NH:36]1[CH2:41][CH2:40][O:39][CH2:38][CH2:37]1.C([BH3-])#N.[Na+].O>C(O)(=O)C>[N:36]1([CH:32]2[CH2:31][CH2:30][CH:29]([N:3]3[C:2](=[O:1])[C:7]([CH2:8][C:9]4[CH:10]=[CH:11][C:12]([C:15]5[C:16]([C:21]#[N:22])=[CH:17][CH:18]=[CH:19][CH:20]=5)=[CH:13][CH:14]=4)=[C:6]([CH2:23][CH2:24][CH3:25])[N:5]4[N:26]=[CH:27][N:28]=[C:4]34)[CH2:34][CH2:33]2)[CH2:41][CH2:40][O:39][CH2:38][CH2:37]1 |f:2.3|. Procedure: To a solution (5 mL) of 4′-{[5-oxo-4-(4-oxocyclohexyl)-7-propyl-4,5-dihydro[1,2,4]triazolo[1,5-a]pyrimidin-6-yl]methyl}biphenyl-2-carbonitrile (0.5 g) and morpholine (0.14 mL) in acetic acid was added sodium cyanoborohydride (0.34 g), and the mixture was stirred at room temperature for 16 hr. Water was added to the reaction mixture, and the solvent was evaporated under reduced pressure. The obtained residue was poured into saturated aqueous sodium hydrogen carbonate, and the mixture was extracte... Reactants: Cl.C1(=CC=CC=C1)CC1N(C2C(CC1C(=C2)CC)C(=O)OCC)C (ethyl 3-(phenylmethyl)-8-ethyl-2-methyl-2-azabicyclo[2.2.2]oct-7-ene-6-carboxylate hydrochloride). Reagents/catalysts: [Pd] (palladium on carbon). Run in C(C)O (ethanol). Run at temperature 50 celsius. The product is Cl.C1(=CC=CC=C1)CC1N(C2C(CC1C(C2)CC)C(=O)OCC)C (ethyl 3-(phenylmethyl)-8-ethyl-2-methyl-2-azabicyclo[2.2.2]octane-6-carboxylate hydrochloride). Isolated yield 72.9%. As a reaction SMILES: [ClH:1].[C:2]1([CH2:8][CH:9]2[CH:14]3[C:15]([CH2:17][CH3:18])=[CH:16][CH:11]([CH:12]([C:19]([O:21][CH2:22][CH3:23])=[O:20])[CH2:13]3)[N:10]2[CH3:24])[CH:7]=[CH:6][CH:5]=[CH:4][CH:3]=1>[Pd].C(O)C>[ClH:1].[C:2]1([CH2:8][CH:9]2[CH:14]3[CH:15]([CH2:17][CH3:18])[CH2:16][CH:11]([CH:12]([C:19]([O:21][CH2:22][CH3:23])=[O:20])[CH2:13]3)[N:10]2[CH3:24])[CH:3]=[CH:4][CH:5]=[CH:6][CH:7]=1 |f:0.1,4.5|. Reported procedure: A mixture of ethyl 3-(phenylmethyl)-8-ethyl-2-methyl-2-azabicyclo[2.2.2]oct-7-ene-6-carboxylate hydrochloride (23.2 g, 0.067 mol), ethanol (300 mL) and 10% palladium on carbon (1.0 g) was placed on a Parr hydrogenator at approximately 50 psi and was heated to 50° C. for 3 hours and 20 minutes. The catalyst was removed by filtration and the filtrate was concentrated in vacuo. The residue was dissolved in hot ethanol and cooled on an ice-bath. The precipitate which formed was collected by filtrati... Reactants: [Al+3], CC(=O)Cl, CN1C(=O)CC(C)(C)c2ccccc21, [Cl-], [Cl-], [Cl-], S=C=S. Product: CC(=O)c1ccc2c(c1)C(C)(C)CC(=O)N2C. RXN SMILES: [Al+3:16].[CH3:19][C:20]([Cl:21])=[O:22].[CH3:1][N:2]1[C:3](=[O:14])[CH2:4][C:5]([CH3:12])([CH3:13])[c:6]2[cH:7][cH:8][cH:9][cH:10][c:11]21.[Cl-:15].[Cl-:17].[Cl-:18].[S:23]=[C:24]=[S:25]>>[CH3:1][N:2]1[C:3](=[O:14])[CH2:4][C:5]([CH3:12])([CH3:13])[c:6]2[cH:7][c:8]([C:20]([CH3:19])=[O:22])[cH:9][cH:10][c:11]21. Starting materials: CCOC(C)=O, CC(C)(N)CCCc1cccnc1, CCCCCC, O=C(C=CC=C(c1cccc(F)c1)c1cccc(F)c1)Oc1ccc([N+](=O)[O-])cc1, C1CCOC1. Product: CC(C)(CCCc1cccnc1)NC(=O)C=CC=C(c1cccc(F)c1)c1cccc(F)c1. Reaction SMILES: [C:50]([O:51][CH2:52][CH3:53])(=[O:54])[CH3:55].[CH3:31][C:32]([CH2:33][CH2:34][CH2:35][c:36]1[cH:37][n:38][cH:39][cH:40][cH:41]1)([NH2:42])[CH3:43].[CH3:44][CH2:45][CH2:46][CH2:47][CH2:48][CH3:49].[N+:1]([c:2]1[cH:3][cH:4][c:5]([O:6][C:11]([CH:12]=[CH:13][CH:14]=[C:15]([c:16]2[cH:17][c:18]([F:22])[cH:19][cH:20][cH:21]2)[c:23]2[cH:24][c:25]([F:29])[cH:26][cH:27][cH:28]2)=[O:30])[cH:7][cH:8]1)([O-:9])=[O:10].[O:56]1[CH2:57][CH2:58][CH2:59][CH2:60]1>>[C:11]([CH:12]=[CH:13][CH:14]=[C:15]([c:16]1[cH:17][c:18]([F:22])[cH:19][cH:20][cH:21]1)[c:23]1[cH:24][c:25]([F:29])[cH:26][cH:27][cH:28]1)(=[O:30])[NH:42][C:32]([CH3:31])([CH2:33][CH2:34][CH2:35][c:36]1[cH:37][n:38][cH:39][cH:40][cH:41]1)[CH3:43].